Dataset: the Open Reaction Database (ORD), a public repository of structured organic reaction records. Task: describe an organic reaction: reactants, conditions, products, and yield Starting materials: CN(CCC1=C(NC2=CC=C(C=C12)C1C[C@@](CCC1C(C)C)(C)C1NC(OC1)=O)C(=O)O)C ((S)-3-(2-dimethylaminoethyl)-5-(2-oxo-1,3-oxazolidin-4-ylmenthyl)-1H-indol-2-carboxylic acid), C(CCC(=O)O)(=O)O (succinic acid), N1=CC=CC2=CC=CC=C12 (quinoline), cuprous oxide, C(=O)=O (CO2). Conditions: temperature 200 celsius. The product is CN(C)CCC1=CNC2=C1C=C(C=C2)C[C@H]3COC(=O)N3 (zolmitriptan). The yield is 90.0%. RXN SMILES: [CH3:1][N:2]([CH3:33])[CH2:3][CH2:4][C:5]1[C:13]2[C:8](=[CH:9][CH:10]=[C:11]([CH:14]3[CH:19]([CH:20](C)C)CC[C@@](C4COC(=O)N4)(C)C3)[CH:12]=2)[NH:7][C:6]=1C(O)=O.[C:34](=[O:36])=[O:35].C(O)(=O)CCC(O)=O.[N:45]1C2C(=CC=CC=2)C=CC=1>>[CH3:33][N:2]([CH2:3][CH2:4][C:5]1[C:13]2[CH:12]=[C:11]([CH2:14][C@@H:19]3[NH:45][C:34](=[O:36])[O:35][CH2:20]3)[CH:10]=[CH:9][C:8]=2[NH:7][CH:6]=1)[CH3:1]. Procedure details: 1 g (3.02 mmoles) of the (S)-3-(2-dimethylaminoethyl)-5-(2-oxo-1,3-oxazolidin-4-ylmenthyl)-1H-indol-2-carboxylic acid was suspended in 10 ml of dry quinoline. 20 mg of cuprous oxide was added and the stirred suspension heated to 200° C. under dry nitrogen stream. The reaction mixture was kept at this temperature until no more CO2 was released (15-20 min.). It was left to cool to room temperature and the reaction mixture filtered through decalite. The filtrate was concentrated by vacuum distillat... Reactants: COC1=C(CN2S(NCC2=O)(=O)=O)C=CC(=C1)OC (2-(2,4-dimethoxy-benzyl)-1,1-dioxo-1,2,5-thiadiazolidin-3-one), BrCC1=CC=C(C(=O)O)C=C1 (4-bromomethylbenzoic acid), C1CCC2=NCCCN2CC1 (DBU). Run in C(Cl)Cl (CH2Cl2). Run at time 8 hour. Product: COC1=C(CN2C(CN(S2(=O)=O)CC2=CC=C(C(=O)O)C=C2)=O)C=CC(=C1)OC (4-[5-(2,4-dimethoxy-benzyl)-1,1,4-trioxo-1,2,5-thiadiazolidin-2-ylmethyl]-benzoic acid). As a reaction SMILES: [CH3:1][O:2][C:3]1[CH:17]=[C:16]([O:18][CH3:19])[CH:15]=[CH:14][C:4]=1[CH2:5][N:6]1[C:10](=[O:11])[CH2:9][NH:8][S:7]1(=[O:13])=[O:12].Br[CH2:21][C:22]1[CH:30]=[CH:29][C:25]([C:26]([OH:28])=[O:27])=[CH:24][CH:23]=1.C1CCN2C(=NCCC2)CC1>C(Cl)Cl>[CH3:1][O:2][C:3]1[CH:17]=[C:16]([O:18][CH3:19])[CH:15]=[CH:14][C:4]=1[CH2:5][N:6]1[S:7](=[O:13])(=[O:12])[N:8]([CH2:21][C:22]2[CH:30]=[CH:29][C:25]([C:26]([OH:28])=[O:27])=[CH:24][CH:23]=2)[CH2:9][C:10]1=[O:11]. Reported procedure: To a suspension of the title B compound in Example 9, 2-(2,4-dimethoxy-benzyl)-1,1-dioxo-1,2,5-thiadiazolidin-3-one (13.87 g, 48.4 mmol) and 4-bromomethylbenzoic acid (10.42 g, 48.4 mmol) in CH2Cl2 (150 mL) is added DBU (14.5 mL, 96.9 mmol) at once and the mixture is stirred at RT overnight. The reaction mixture is washed two times with 1N aqueous HCl, one time with brine, then dried over anhydrous MgSO4 and concentrated to a small volume to crystallize the product. The solid is collected by fil... Starting materials: CCCCCCCNC(=O)N(C)c1cccc(-c2ccc(CC(Nc3ccccc3C(=O)c3ccccc3)C(=O)OCC)cc2)c1, CO, Cl, [Li+], C1CCOC1, [OH-], O. Yields the product CCCCCCCNC(=O)N(C)c1cccc(-c2ccc(CC(Nc3ccccc3C(=O)c3ccccc3)C(=O)O)cc2)c1. RXN SMILES: [C:1]([c:2]1[cH:3][cH:4][cH:5][cH:6][cH:7]1)(=[O:8])[c:9]1[c:10]([NH:15][CH:16]([C:17](=[O:18])[O:19][CH2:20][CH3:21])[CH2:22][c:23]2[cH:24][cH:25][c:26](-[c:29]3[cH:30][c:31]([N:35]([C:36](=[O:37])[NH:38][CH2:39][CH2:40][CH2:41][CH2:42][CH2:43][CH2:44][CH3:45])[CH3:46])[cH:32][cH:33][cH:34]3)[cH:27][cH:28]2)[cH:11][cH:12][cH:13][cH:14]1.[CH3:56][OH:57].[ClH:50].[Li+:48].[O:51]1[CH2:52][CH2:53][CH2:54][CH2:55]1.[OH-:49].[OH2:47]>>[C:1]([c:2]1[cH:3][cH:4][cH:5][cH:6][cH:7]1)(=[O:8])[c:9]1[c:10]([NH:15][CH:16]([C:17](=[O:18])[OH:19])[CH2:22][c:23]2[cH:24][cH:25][c:26](-[c:29]3[cH:30][c:31]([N:35]([C:36](=[O:37])[NH:38][CH2:39][CH2:40][CH2:41][CH2:42][CH2:43][CH2:44][CH3:45])[CH3:46])[cH:32][cH:33][cH:34]3)[cH:27][cH:28]2)[cH:11][cH:12][cH:13][cH:14]1. Reactants: B(OC)(OC)OC (trimethyl borate), Cl (HCl), ice water, FC1=CC=CC(=C1F)OC[C@@H]1CC[C@H](CC1)CCCCC (2,3-difluoro-4-(trans-4-pentylcyclohexylmethoxy)benzene), C(C)(CC)[Li] (sec-Butyllithium). Solvent: C1CCOC1 (THF), C1CCCCC1 (cyclohexane), CCCCCC (n-hexane), C1CCOC1 (THF), C(C)(=O)OCC (ethyl acetate). Conditions: time 2 hour. Product: FC1=C(C=CC(=C1F)OC[C@@H]1CC[C@H](CC1)CCCCC)B(O)O (2,3-difluoro-4-(trans-4-pentylcyclohexylmethoxy)phenylboronic acid). The yield is 89.0%. RXN SMILES: [F:1][C:2]1[C:7]([F:8])=[C:6]([O:9][CH2:10][C@H:11]2[CH2:16][CH2:15][C@H:14]([CH2:17][CH2:18][CH2:19][CH2:20][CH3:21])[CH2:13][CH2:12]2)[CH:5]=[CH:4][CH:3]=1.C([Li])(CC)C.[B:27](OC)([O:30]C)[O:28]C.Cl>C(OCC)(=O)C.C1COCC1.C1CCCCC1.CCCCCC>[F:1][C:2]1[C:7]([F:8])=[C:6]([O:9][CH2:10][C@H:11]2[CH2:16][CH2:15][C@H:14]([CH2:17][CH2:18][CH2:19][CH2:20][CH3:21])[CH2:13][CH2:12]2)[CH:5]=[CH:4][C:3]=1[B:27]([OH:30])[OH:28]. Procedure: The compound (58) (13.9 g) and THF (200 ml) were put in a reaction vessel under a nitrogen atmosphere, and cooled to −74° C. sec-Butyllithium (1.00 M, in a n-hexane and cyclohexane solution; 51.6 ml) was added dropwise thereto in the temperature range of −74° C. to −70° C., and the mixture was stirred for another 2 hours. Subsequently, trimethyl borate (5.6 g) in a THF solution (50 ml) was added dropwise thereto in the temperature range of −74° C. to −65° C., and the mixture was stirred for 8 ho... Reactants: ClC=1N(C=C(N1)[N+](=O)[O-])CCC1(OC1)C (2-chloro-1-[2-(2-methyl-2-oxiranyl)ethyl]-4-nitro-1H-imidazole), BrC1=CC=C(C=N1)O (6-bromo-3-pyridinol). Yields the product EtOAc petroleum ether, BrC1=CC=C(C=N1)OCC(CCN1C(=NC(=C1)[N+](=O)[O-])Cl)(O)C (1-[(6-bromo-3-pyridinyl)oxy]-4-(2-chloro-4-nitro-1H-imidazol-1-yl)-2-methyl-2-butanol). The yield is 70.0%. Reaction SMILES: [Cl:1][C:2]1[N:3]([CH2:10][CH2:11][C:12]2([CH3:15])[CH2:14][O:13]2)[CH:4]=[C:5]([N+:7]([O-:9])=[O:8])[N:6]=1.[Br:16][C:17]1[N:22]=[CH:21][C:20]([OH:23])=[CH:19][CH:18]=1>>[Br:16][C:17]1[N:22]=[CH:21][C:20]([O:23][CH2:14][C:12]([CH3:15])([OH:13])[CH2:11][CH2:10][N:3]2[CH:4]=[C:5]([N+:7]([O-:9])=[O:8])[N:6]=[C:2]2[Cl:1])=[CH:19][CH:18]=1. Reported procedure: Reaction of epoxide 140 (see Example 2JJ) with 6-bromo-3-pyridinol as in Example 2AA at 84° C. for 18.5 h, followed by chromatography of the product on silica gel, eluting with 25-40% EtOAc/petroleum ether (foreruns) and then with 40-50% EtOAc/petroleum ether, gave 1-[(6-bromo-3-pyridinyl)oxy]-4-(2-chloro-4-nitro-1H-imidazol-1-yl)-2-methyl-2-butanol (151) (70%) as a pale yellow-brown foam; 1H NMR (CDCl3) δ 8.09 (dd, J=3.0, 0.3 Hz, 1H), 7.80 (s, 1H), 7.41 (dd, J=8.7, 0.4 Hz, 1H), 7.13 (dd, J=8.7,... Reaction conditions: temperature 60 celsius, time 8 hour. Isolated yield 11.9%. Reaction SMILES: [CH3:1][C:2]1([CH3:14])[C:6]([CH3:8])([CH3:7])[O:5][B:4]([C:9]2[CH:10]=[N:11][NH:12][CH:13]=2)[O:3]1.C(=O)([O-])[O-].[Cs+].[Cs+].Br[CH:22]1[CH2:25][S:24](=[O:27])(=[O:26])[CH2:23]1>CN(C)C=O>[CH3:1][C:2]1([CH3:14])[C:6]([CH3:7])([CH3:8])[O:5][B:4]([C:9]2[CH:13]=[N:12][N:11]([CH:22]3[CH2:25][S:24](=[O:27])(=[O:26])[CH2:23]3)[CH:10]=2)[O:3]1 |f:1.2.3|. Procedure details: A 100-mL round bottomed flask was charged with 4-(4,4,5,5-tetramethyl-1,3,2-dioxaborolan-2-yl)-1H-pyrazole (0.942 g, 4.85 mmol), N,N-dimethylformamide (20 mL) and cesium carbonate (3.16 g, 9.71 mmol). 3-Bromothietane 1,1-dioxide (0.925 g, 5.00 mmol) was added, and the reaction stirred at 60° C. overnight. The reaction mixture was cooled to room temperature and then partitioned between ethyl acetate and water. The aqueous phase was separated and extracted with ethyl acetate. The combined organic ... Product: CC1(OB(OC1(C)C)C=1C=NN(C1)C1CS(C1)(=O)=O)C (3-(4-(4,4,5,5-tetramethyl-1,3,2-dioxaborolan-2-yl)-1H-pyrazol-1-yl)thietane 1,1-dioxide). The reactants are CC1(OB(OC1(C)C)C=1C=NNC1)C (4-(4,4,5,5-tetramethyl-1,3,2-dioxaborolan-2-yl)-1H-pyrazole), C([O-])([O-])=O.[Cs+].[Cs+] (cesium carbonate), BrC1CS(C1)(=O)=O (3-Bromothietane 1,1-dioxide). The solvent is CN(C=O)C (N,N-dimethylformamide). Reactants: CS(=O)(=O)c1ccc(Oc2ncnc3c2cnn3C2CCNCC2)cc1, CCN(C(C)C)C(C)C, ClCCl, O=C(O)C(F)(F)F, O=C(Cl)c1cccs1. The product is CS(=O)(=O)c1ccc(Oc2ncnc3c2cnn3C2CCN(C(=O)c3cccs3)CC2)cc1. As a reaction SMILES: [CH3:8][S:9](=[O:10])(=[O:11])[c:12]1[cH:13][cH:14][c:15]([O:16][c:17]2[c:18]3[c:19]([n:20][cH:21][n:22]2)[n:23]([CH:26]2[CH2:27][CH2:28][NH:29][CH2:30][CH2:31]2)[n:24][cH:25]3)[cH:32][cH:33]1.[CH:42]([N:43]([CH:44]([CH3:45])[CH3:46])[CH2:47][CH3:48])([CH3:49])[CH3:50].[Cl:51][CH2:52][Cl:53].[F:1][C:2]([F:3])([F:4])[C:5]([OH:6])=[O:7].[s:34]1[c:35]([C:39](=[O:40])[Cl:41])[cH:36][cH:37][cH:38]1>>[CH3:8][S:9](=[O:10])(=[O:11])[c:12]1[cH:13][cH:14][c:15]([O:16][c:17]2[c:18]3[c:19]([n:20][cH:21][n:22]2)[n:23]([CH:26]2[CH2:27][CH2:28][N:29]([C:39]([c:35]4[s:34][cH:38][cH:37][cH:36]4)=[O:40])[CH2:30][CH2:31]2)[n:24][cH:25]3)[cH:32][cH:33]1. Reactants: [BH4-], CC(C)(C)OC(=O)N1CCC(=O)CC1, CO, CCO, NN, [Na+], O. The product is CC(C)(C)OC(=O)N1CCC(NN)CC1. Reaction SMILES: [BH4-:20].[C:4](=[O:5])([O:6][C:7]([CH3:8])([CH3:9])[CH3:10])[N:11]1[CH2:12][CH2:13][C:14](=[O:17])[CH2:15][CH2:16]1.[CH3:18][OH:19].[CH3:22][CH2:23][OH:24].[NH2:2][NH2:3].[Na+:21].[OH2:1]>>[NH:2]([NH2:3])[CH:14]1[CH2:13][CH2:12][N:11]([C:4](=[O:5])[O:6][C:7]([CH3:8])([CH3:9])[CH3:10])[CH2:16][CH2:15]1. The reactants are CC(=CC#N)CCC(=C(C)C)C (3,6,7-Trimethyl-2,6-octadienenitrile), [H][H] (hydrogen). The reagents and catalysts are [Pd] (palladium on charcoal). Run in C(C)(=O)OCC (ethyl acetate). The product is CC(CC#N)CCC(C(C)C)C (3,6,7-trimethyloctanenitrile). Yield: 98.1%. Reaction SMILES: [CH3:1][C:2]([CH2:6][CH2:7][C:8]([CH3:12])=[C:9]([CH3:11])[CH3:10])=[CH:3][C:4]#[N:5].[H][H]>[Pd].C(OCC)(=O)C>[CH3:1][CH:2]([CH2:6][CH2:7][CH:8]([CH3:12])[CH:9]([CH3:11])[CH3:10])[CH2:3][C:4]#[N:5]. Procedure details: 3,6,7-Trimethyl-2,6-octadienenitrile (15 g; 0.092 mol), palladium on charcoal (5% Pd/C, 1.5 g) and ethyl acetate (60 ml) were charged in a 500 ml stirred autoclave and hydrogenated (4 bar hydrogen) at 25° C. for 24 hours. Filtration over celite and removal of the solvent afforded 15.1 g of the saturated nitrile as a mixture of two isomers. Distillation using a 10 cm Vigreux column gave 13.8 g of 98.2% pure 3,6,7-trimethyloctanenitrile (mixture of isomers; 56/42) in a yield of 88%.